This data is from the Open Reaction Database (ORD), a public repository of structured organic reaction records. The task is: describe an organic reaction: reactants, conditions, products, and yield The reactants are CC(=O)OCC1OC(OC2C(COC(C)=O)OC(OCCBr)C(OC(C)=O)C2OC(C)=O)C(OC(C)=O)C(OC(C)=O)C1OC(C)=O, C[O-], CO, CC(=O)OC(C)=O, [Na+], [Na+], [OH-], O, c1ccncc1. Yields the product CCOC1OC(COC(C)=O)C(OC2OC(COC(C)=O)C(OC(C)=O)C(OC(C)=O)C2OC(C)=O)C(OC(C)=O)C1OC(C)=O. Reaction SMILES: [C:1]([CH3:2])(=[O:3])[O:4][CH:5]1[CH:6]([O:7][CH2:8][CH2:9][Br:10])[O:11][CH:12]([CH2:43][O:44][C:45]([CH3:46])=[O:47])[CH:13]([O:19][CH:20]2[CH:21]([O:22][C:23]([CH3:24])=[O:25])[CH:26]([O:27][C:28]([CH3:29])=[O:30])[CH:31]([O:32][C:33]([CH3:34])=[O:35])[CH:36]([CH2:38][O:39][C:40]([CH3:41])=[O:42])[O:37]2)[CH:14]1[O:15][C:16]([CH3:17])=[O:18].[CH3:48][O-:49].[CH3:53][OH:54].[CH3:56][C:57]([O:58][C:59](=[O:60])[CH3:61])=[O:62].[Na+:50].[Na+:52].[OH-:51].[OH2:55].[cH:63]1[cH:64][cH:65][n:66][cH:67][cH:68]1>>[C:1]([CH3:2])(=[O:3])[O:4][CH:5]1[CH:6]([O:7][CH2:8][CH3:9])[O:11][CH:12]([CH2:43][O:44][C:45]([CH3:46])=[O:47])[CH:13]([O:19][CH:20]2[CH:21]([O:22][C:23]([CH3:24])=[O:25])[CH:26]([O:27][C:28]([CH3:29])=[O:30])[CH:31]([O:32][C:33]([CH3:34])=[O:35])[CH:36]([CH2:38][O:39][C:40]([CH3:41])=[O:42])[O:37]2)[CH:14]1[O:15][C:16]([CH3:17])=[O:18].